This data is from the Open Reaction Database (ORD), a public repository of structured organic reaction records. The task is: describe an organic reaction: reactants, conditions, products, and yield Product: C(C)S(=O)(=O)N(S(=O)(=O)CC)CC=1C=NC=C(C1)C=1N(C2=CC=CC=C2C1)C (N-(ethylsulfonyl)-N-((5-(1-methyl-1H-indol-2-yl)pyridin-3-yl)methyl)ethanesulfonamide). Reported procedure: N-((5-Bromopyridin-3-yl)methyl)-1-(ethylsulfonyl)ethanesulfonamide and N-methyl-indole-2-boronic acid are processed according to the procedure described in Example 100 to give N-(ethylsulfonyl)-N-((5-(1-methyl-1H-indol-2-yl)pyridin-3-yl)methyl)ethanesulfonamide. MS (ESI) m/z 422.0 (M+H)+. RXN SMILES: Br[C:2]1[CH:3]=[C:4]([CH2:8][NH:9][S:10]([CH:13](S(CC)(=O)=O)[CH3:14])(=[O:12])=[O:11])[CH:5]=[N:6][CH:7]=1.[CH3:20][N:21]1[C:29]2[C:24](=[CH:25][CH:26]=[CH:27][CH:28]=2)[CH:23]=[C:22]1B(O)O>>[CH2:13]([S:10]([N:9]([CH2:8][C:4]1[CH:5]=[N:6][CH:7]=[C:2]([C:22]2[N:21]([CH3:20])[C:29]3[C:24]([CH:23]=2)=[CH:25][CH:26]=[CH:27][CH:28]=3)[CH:3]=1)[S:10]([CH2:13][CH3:14])(=[O:11])=[O:12])(=[O:12])=[O:11])[CH3:14]. Starting materials: BrC=1C=C(C=NC1)CNS(=O)(=O)C(C)S(=O)(=O)CC (N-((5-Bromopyridin-3-yl)methyl)-1-(ethylsulfonyl)ethanesulfonamide), CN1C(=CC2=CC=CC=C12)B(O)O (N-methyl-indole-2-boronic acid). The reactants are CC(C)([O-])C.[K+] (Potassium t-butoxide), [NH4+].[Cl-] (NH4Cl), N1=CC(=CC2=CC=CC=C12)C#CCO (3-(3-quinolyl)-2-propyn-1-ol), C1(=CC=CC=C1)N(C(=O)Cl)C1=CC=CC=C1 (diphenylcarbamoyl chloride). The solvent is C1CCOC1 (THF), CC(C)(C)OC (MTBE). Reaction conditions: temperature 0 celsius, time 2 hour. Product: C1(=CC=CC=C1)N(C(=O)OCC#CC=1C=NC2=CC=CC=C2C1)C1=CC=CC=C1 (3-(3-Quinolyl)-2-Propyn-1-ol Diphenyl Carbamate). As a reaction SMILES: [N:1]1[C:10]2[C:5](=[CH:6][CH:7]=[CH:8][CH:9]=2)[CH:4]=[C:3]([C:11]#[C:12][CH2:13][OH:14])[CH:2]=1.CC(C)([O-])C.[K+].[C:21]1([N:27]([C:31]2[CH:36]=[CH:35][CH:34]=[CH:33][CH:32]=2)[C:28](Cl)=[O:29])[CH:26]=[CH:25][CH:24]=[CH:23][CH:22]=1.[NH4+].[Cl-]>C1COCC1.CC(OC)(C)C>[C:21]1([N:27]([C:31]2[CH:36]=[CH:35][CH:34]=[CH:33][CH:32]=2)[C:28]([O:14][CH2:13][C:12]#[C:11][C:3]2[CH:2]=[N:1][C:10]3[C:5]([CH:4]=2)=[CH:6][CH:7]=[CH:8][CH:9]=3)=[O:29])[CH:22]=[CH:23][CH:24]=[CH:25][CH:26]=1 |f:1.2,4.5|. Reported procedure: To a dry three-necked round-bottom flask equipped with nitrogen inlet and overhead stirrer was charged 3-(3-quinolyl)-2-propyn-1-ol (5 g, 27 mmol) in THF (50 ml) and the solution was cooled to 0° C. Potassium t-butoxide (3.6 g, 32 mmol) was then added followed by diphenylcarbamoyl chloride (6.9 g, 29.7 mmol). The mixture was stirred for 2 hours at 0° C. and then allowed to warm up to room temperature over a period of 6 hours by which time the reaction was determined to be complete. The reaction ... Reactants: C1(CCCCC1)P(C1CCCCC1)C1CCCCC1 (tricyclohexylphosphine), resultant mixture, C(C)OC=CC(=O)OCC (Ethyl 3-ethoxyacrylate), BrC1=C(C=CC=C1)CC#N (2-bromophenyl acetonitrile), resultant solution, CC(C)([O-])C.[Na+] (sodium t-butoxide). The reagents and catalysts are CC(=O)O.CC(=O)O.[Pd] (Palladium II acetate). Run in O1CCCC1 (tetrahydrofuran), C(CO)O (ethylene glycol), O1CCCC1 (tetrahydrofuran). Reaction conditions: temperature 5 celsius, time 15 minute. Product: O1C(OCC1)=C1C=C(C2=CC=CC=C12)C#N (3-[1,3]Dioxolan-2-ylidene-3H-indene-1-carbonitrile). Reaction SMILES: C(O[CH:4]=[CH:5][C:6]([O:8][CH2:9][CH3:10])=[O:7])C.Br[C:12]1[CH:17]=[CH:16][CH:15]=[CH:14][C:13]=1[CH2:18][C:19]#[N:20].C1(P(C2CCCCC2)C2CCCCC2)CCCCC1.CC(C)([O-])C.[Na+]>CC(O)=O.CC(O)=O.[Pd].C(O)CO.O1CCCC1>[O:8]1[CH2:9][CH2:10][O:7][C:6]1=[C:5]1[C:12]2[C:13](=[CH:14][CH:15]=[CH:16][CH:17]=2)[C:18]([C:19]#[N:20])=[CH:4]1 |f:3.4,5.6.7|. Procedure details: Ethyl 3-ethoxyacrylate (36.9 kg, 255.0 moles), 2-bromophenyl acetonitrile (50 kg, 255. 1 moles), and tetrahydrofuran (57 L) were combined in reactor 1 and the resultant solution was stirred at 25° C. until needed (4 hours.). Palladium II acetate (1.3 kg, 5.7 moles), tricyclohexylphosphine (1.9 kg, 6.7 moles), and tetrahydrofuran (148 L) were combined in reactor 2 and the resultant mixture was stirred for 30 minutes at 25° C. The mixture was then cooled to 5° C. and sodium t-butoxide (61.3 kg, 63... Starting materials: ice water, C[Mg]I (Methyl magnesium iodide), [Mg] (magnesium), CI (methyl iodide), [Cl-].[NH4+] (ammonium chloride), C(=O)C1CCSC=2NC3=CC=CC=C3C21 (4-formyl-2,3,4,9-tetrahydrothiopyrano[2,3-b]indole). Solvent: C1=CC=CC=C1 (benzene), CCOCC (ether), C1=CC=CC=C1 (benzene). Run at time 3 hour. The product is OC(C)C1CCSC=2NC3=CC=CC=C3C21 (4-(1-Hydroxyethyl)-2,3,4,9-tetrahydrothiopyrano[2,3-b]indole), oil. As a reaction SMILES: C[Mg]I.[Mg].[CH3:5]I.[CH:7]([CH:9]1[C:21]2[C:20]3[C:15](=[CH:16][CH:17]=[CH:18][CH:19]=3)[NH:14][C:13]=2[S:12][CH2:11][CH2:10]1)=[O:8].[Cl-].[NH4+]>CCOCC.C1C=CC=CC=1>[OH:8][CH:7]([CH:9]1[C:21]2[C:20]3[C:15](=[CH:16][CH:17]=[CH:18][CH:19]=3)[NH:14][C:13]=2[S:12][CH2:11][CH2:10]1)[CH3:5] |f:4.5|. Procedure: Methyl magnesium iodide prepared from reaction of magnesium (2.4 g) and methyl iodide (13.9 g) in absolute ether is dissolved in absolute benzene (50 ml) and a solution of 4-formyl-2,3,4,9-tetrahydrothiopyrano[2,3-b]indole (5.5 g) in absolute benzene (60 ml) is added dropwise thereto during 3 hours. The mixture is stirred at room temperature for 1 hour, poured slowly into an ice water containing ammonium chloride (10 g) and extracted with ether. The extract is evaporated. The oily residue is chr... Starting materials: ClC=1N=CC=C2C=CC=NC12 (8-chloro-[1,7]naphthyridine), NC1=NC=C(C=C1)F (2-amino-5-fluoropyridine). The product is FC=1C=CC(=NC1)NC=1N=CC=C2C=CC=NC12 ((5-Fluoro-pyridin-2-yl)-[1,7]naphthyridin-8-yl-amine). Reaction SMILES: Cl[C:2]1[N:3]=[CH:4][CH:5]=[C:6]2[C:11]=1[N:10]=[CH:9][CH:8]=[CH:7]2.[NH2:12][C:13]1[CH:18]=[CH:17][C:16]([F:19])=[CH:15][N:14]=1>>[F:19][C:16]1[CH:17]=[CH:18][C:13]([NH:12][C:2]2[N:3]=[CH:4][CH:5]=[C:6]3[C:11]=2[N:10]=[CH:9][CH:8]=[CH:7]3)=[N:14][CH:15]=1. Procedure: The title compound, MS: m/e=241.2 (M+H+), was prepared in accordance with the general method of example 1 from 8-chloro-[1,7]naphthyridine and 2-amino-5-fluoropyridine.